This data is from the Open Reaction Database (ORD), a public repository of structured organic reaction records. The task is: describe an organic reaction: reactants, conditions, products, and yield Starting materials: C(CCl)Cl (ethylene dichloride), CN1S(C=CC1=O)=O (2-methyl-4-isothiazolin-3-one 1-oxide), C1=CC=CCC1 (cyclohexadiene). Solvent: solution. Reaction conditions: time 8 hour. Yields the product CN1S(C2C(C1=O)C1C=CC2CC1)=O (2-Methyl-3a,4,7,7a-tetrahydro-4,7-ethano-1,2-benzisothiazol 3(2H)-one 1-oxide). Isolated yield 93.0%. Reaction SMILES: C(Cl)CCl.[CH3:5][N:6]1[C:10](=[O:11])[CH:9]=[CH:8][S:7]1=[O:12].[CH:13]1[CH2:18][CH2:17][CH:16]=[CH:15][CH:14]=1>>[CH3:5][N:6]1[C:10](=[O:11])[CH:9]2[CH:18]3[CH2:17][CH2:16][CH:15]([CH:8]2[S:7]1=[O:12])[CH:14]=[CH:13]3. Procedure: A 30 ml solution of ethylene dichloride containing 3.3 g (0.025 mole) of 2-methyl-4-isothiazolin-3-one 1-oxide and 2.0 g (0.025 mole) of cyclohexadiene is heated at 52°-53° C. and stirred overnight. The solution is concentrated to give 4.9 g (93%) of a white solid, m.p. 118°-120° C. which can be recrystallized from ethyl acetate. Starting materials: [H-].[Na+] (sodium hydride), ice water, Cl (hydrochloric acid), CN(S(=O)(=O)CCCO)C (N,N-dimethyl-3-hydroxypropane-1-sulfonamide), ClC=1C=CC=2N(N1)N=CN2 (6-chloro[1,2,4]triazolo[1,5-b]pyridazine). Solvent: CN(C=O)C (dimethylformamide). Conditions: time 30 minute. Product: CN(S(=O)(=O)CCCOC=1C=CC=2N(N1)N=CN2)C (6-[3-(N,N-dimethylsulfamoyl)-1-propoxy][1,2,4]triazolo[1,5-b]pyridazine). The yield is 73.6%. Reaction SMILES: [H-].[Na+].[CH3:3][N:4]([CH3:12])[S:5]([CH2:8][CH2:9][CH2:10][OH:11])(=[O:7])=[O:6].Cl[C:14]1[CH:15]=[CH:16][C:17]2[N:18]([N:20]=[CH:21][N:22]=2)[N:19]=1.Cl>CN(C)C=O>[CH3:3][N:4]([CH3:12])[S:5]([CH2:8][CH2:9][CH2:10][O:11][C:14]1[CH:15]=[CH:16][C:17]2[N:18]([N:20]=[CH:21][N:22]=2)[N:19]=1)(=[O:7])=[O:6] |f:0.1|. Procedure details: In 10 ml of dimethylformamide was suspended 0.252 g of 60% sodium hydride in oil followed by addition of 1.0 g of N,N-dimethyl-3-hydroxypropane-1-sulfonamide and the mixture was stirred under reduced pressure at room temperature for 30 minutes. Then, 0.928 g of 6-chloro[1,2,4]triazolo[1,5-b]pyridazine was added and the mixture was further stirred at room temperature for 1.5 hours. Following addition of 30 ml of ice water, the reaction mixture was adjusted to pH 4.0 with 1N-hydrochloric acid and ... Reactants: OC1=NC=C(C(=O)O)C=C1[N+](=O)[O-] (6-hydroxy-5-nitronicotinic acid), P(=O)(Cl)(Cl)Cl (phosphorus oxychloride), ice. Conditions: temperature 105 celsius, time 30 minute. Yields the product ClC1=NC=C(C(=O)O)C=C1[N+](=O)[O-] (6-Chloro-5-nitronicotinic acid). The yield is 95.0%. RXN SMILES: O[C:2]1[C:10]([N+:11]([O-:13])=[O:12])=[CH:9][C:5]([C:6]([OH:8])=[O:7])=[CH:4][N:3]=1.P(Cl)(Cl)([Cl:16])=O>>[Cl:16][C:2]1[C:10]([N+:11]([O-:13])=[O:12])=[CH:9][C:5]([C:6]([OH:8])=[O:7])=[CH:4][N:3]=1. Procedure: A suspension of 6-hydroxy-5-nitronicotinic acid (8 g, 43.5 mmol) (prepared by literature nitration of 6-hydroxynicotinic acid) in phosphorus oxychloride (24.3 mL, 261.0 mmol) was heated to reflux (105° C.) for 3 h under a nitrogen atmosphere. At the end of this time period all of the solids had dissolved. The reaction was cooled to rt and poured over 500 mL crushed ice, and stirring was continued for 30 minutes until all of the ice had melted. The aqueous mixture was extracted with a 1:2 mixture...